From a dataset of the Open Reaction Database (ORD), a public repository of structured organic reaction records. describe an organic reaction: reactants, conditions, products, and yield The reactants are OCC1=NC=CC(=C1)C=1C=C(C=CC1)C1=NC2=C(NC(C1)=O)C=C(C(=C2)OCC(F)(F)F)C(F)(F)F (4-[3-(2-hydroxymethyl-pyridin-4-yl)-phenyl]-7-(2,2,2-trifluoro-ethoxy)-8-trifluoromethyl-1,3-dihydro-benzo[b][1,4]diazepin-2-one), S(=O)(Cl)Cl (thionylchloride), [Cl-] (chloride), C(C(C)C)NC (isobutyl-methyl-amine). The solvent is C(Cl)Cl (CH2Cl2), CN(C)C=O (DMF). The product is C(C(C)C)N(C)CC1=NC=CC(=C1)C=1C=C(C=CC1)C1=NC2=C(NC(C1)=O)C=C(C(=C2)OCC(F)(F)F)C(F)(F)F (4-(3-{2-[(Isobutyl-methyl-amino)-methyl]-pyridin-4-yl}-phenyl)-7-(2,2,2-trifluoro-ethoxy)-8-trifluoromethyl-1,3-dihydro-benzo[b][1,4]diazepin-2-one), solid. Isolated yield 69.0%. RXN SMILES: O[CH2:2][C:3]1[CH:8]=[C:7]([C:9]2[CH:10]=[C:11]([C:15]3[CH2:21][C:20](=[O:22])[NH:19][C:18]4[CH:23]=[C:24]([C:33]([F:36])([F:35])[F:34])[C:25]([O:27][CH2:28][C:29]([F:32])([F:31])[F:30])=[CH:26][C:17]=4[N:16]=3)[CH:12]=[CH:13][CH:14]=2)[CH:6]=[CH:5][N:4]=1.S(Cl)(Cl)=O.[Cl-].[CH2:42]([NH:46][CH3:47])[CH:43]([CH3:45])[CH3:44]>C(Cl)Cl.CN(C=O)C>[CH2:42]([N:46]([CH2:2][C:3]1[CH:8]=[C:7]([C:9]2[CH:10]=[C:11]([C:15]3[CH2:21][C:20](=[O:22])[NH:19][C:18]4[CH:23]=[C:24]([C:33]([F:36])([F:34])[F:35])[C:25]([O:27][CH2:28][C:29]([F:30])([F:31])[F:32])=[CH:26][C:17]=4[N:16]=3)[CH:12]=[CH:13][CH:14]=2)[CH:6]=[CH:5][N:4]=1)[CH3:47])[CH:43]([CH3:45])[CH3:44]. Reported procedure: The title compound was prepared from 4-[3-(2-hydroxymethyl-pyridin-4-yl)-phenyl]-7-(2,2,2-trifluoro-ethoxy)-8-trifluoromethyl-1,3-dihydro-benzo[b][1,4]diazepin-2-one (Example 286) (255 mg, 0.50 mmol) by reaction with thionylchloride in CH2Cl2 and subsequent treatment of the corresponding crude chloride with isobutyl-methyl-amine in DMF according to the general procedure of Example 288. Obtained as a light brown solid (199 mg, 69%). Reactants: CCO, CN1C(=O)C(F)(F)CN(C2CCCC2)c2nc(Cl)ncc21, Cl, Cc1cc(C(=O)O)ccc1N. The product is Cc1cc(C(=O)O)ccc1Nc1ncc2c(n1)N(C1CCCC1)CC(F)(F)C(=O)N2C. Reaction SMILES: [CH3:34][CH2:35][OH:36].[Cl:1][c:2]1[n:3][cH:4][c:5]2[c:6]([n:21]1)[N:7]([CH:16]1[CH2:17][CH2:18][CH2:19][CH2:20]1)[CH2:8][C:9]([F:14])([F:15])[C:10](=[O:13])[N:11]2[CH3:12].[ClH:33].[NH2:22][c:23]1[c:24]([CH3:32])[cH:25][c:26]([C:27](=[O:28])[OH:29])[cH:30][cH:31]1>>[c:2]1([NH:22][c:23]2[c:24]([CH3:32])[cH:25][c:26]([C:27](=[O:28])[OH:29])[cH:30][cH:31]2)[n:3][cH:4][c:5]2[c:6]([n:21]1)[N:7]([CH:16]1[CH2:17][CH2:18][CH2:19][CH2:20]1)[CH2:8][C:9]([F:14])([F:15])[C:10](=[O:13])[N:11]2[CH3:12]. Starting materials: intermediate 24, C(C)OC(CC1(N=C2C(OCCN2O1)(C)C)C(=O)OCC)=O (ethyl 2-(2-ethoxy-2-oxoethyl)-8,8-dimethyl-2,5,6,8-tetrahydro-[1,2,4]oxadiazolo[3,2-c][1,4]oxazine-2-carboxylate), C(C)(=O)OCC (ethyl acetate). Run in CCOCC (ether), CC1=C(C=C(C=C1)C)C (1,2,4-trimethylbenzene). The product is OC1=C(N=C2C(OCCN2C1=O)(C)C)C(=O)OCC (Ethyl 3-hydroxy-9,9-dimethyl-4-oxo-4,6,7,9-tetrahydropyrimido[2,1-c][1,4]oxazine-2-carboxylate). Isolated yield 18.0%. As a reaction SMILES: C(O[C:4](=[O:22])[CH2:5][C:6]1([C:17]([O:19][CH2:20][CH3:21])=[O:18])O[N:13]2[C:8]([C:9]([CH3:16])([CH3:15])[O:10][CH2:11][CH2:12]2)=[N:7]1)C.C(OCC)(=[O:25])C>CC1C=CC(C)=CC=1C.CCOCC>[OH:25][C:5]1[C:4](=[O:22])[N:13]2[C:8]([C:9]([CH3:15])([CH3:16])[O:10][CH2:11][CH2:12]2)=[N:7][C:6]=1[C:17]([O:19][CH2:20][CH3:21])=[O:18]. Reported procedure: A solution of intermediate 24, ethyl 2-(2-ethoxy-2-oxoethyl)-8,8-dimethyl-2,5,6,8-tetrahydro-[1,2,4]oxadiazolo[3,2-c][1,4]oxazine-2-carboxylate (31.16 g) in 1,2,4-trimethylbenzene (200 mL) was heated at 180° C. for 5 h. The resulting dark reaction solution was cooled then concentrated to give a dark brown paste which was taken up into ethyl acetate (250 mL) and extracted with 0.5 M aq Na2CO3 (4×50 mL). The organic layer was discarded and the aqueous layer acidified by carefully adding conc. HCl ... Starting materials: CCCC(=O)c1cc2c(s1)Oc1ccccc1NC2=O, CC[SiH](CC)CC, O=C(O)C(F)(F)F. The product is CCCCc1cc2c(s1)Oc1ccccc1NC2=O. As a reaction SMILES: [C:1]([CH2:2][CH2:3][CH3:4])(=[O:5])[c:6]1[cH:7][c:8]2[c:9]([s:20]1)[O:10][c:11]1[c:12]([cH:16][cH:17][cH:18][cH:19]1)[NH:13][C:14]2=[O:15].[CH2:21]([SiH:22]([CH2:23][CH3:24])[CH2:25][CH3:26])[CH3:27].[OH:28][C:29]([C:30]([F:31])([F:32])[F:33])=[O:34]>>[CH2:1]([CH2:2][CH2:3][CH3:4])[c:6]1[cH:7][c:8]2[c:9]([s:20]1)[O:10][c:11]1[c:12]([cH:16][cH:17][cH:18][cH:19]1)[NH:13][C:14]2=[O:15]. Starting materials: ClC1=C(C(=O)OC)C=CC(=C1C=C[N+](=O)[O-])C=S(=O)=O (methyl 2-chloro-3-(2-nitroethenyl)-4-sulfonylmethylbenzoate), C(Cl)(Cl)Cl (chloroform), [BH4-].[Na+] (sodium borohydride). Run in CC(C)O (2-propanol). Product: ClC1=C(C(=O)OC)C=CC(=C1CC[N+](=O)[O-])C=S(=O)=O (Methyl 2-Chloro-3-(2-nitroethyl)-4-sulfonylmethylbenzoate). As a reaction SMILES: [Cl:1][C:2]1[C:11]([CH:12]=[CH:13][N+:14]([O-:16])=[O:15])=[C:10]([CH:17]=[S:18](=[O:20])=[O:19])[CH:9]=[CH:8][C:3]=1[C:4]([O:6][CH3:7])=[O:5].C(Cl)(Cl)Cl.[BH4-].[Na+]>CC(O)C>[Cl:1][C:2]1[C:11]([CH2:12][CH2:13][N+:14]([O-:16])=[O:15])=[C:10]([CH:17]=[S:18](=[O:20])=[O:19])[CH:9]=[CH:8][C:3]=1[C:4]([O:6][CH3:7])=[O:5] |f:2.3|. Reported procedure: 19.4 g (61 mmol) of methyl 2-chloro-3-(2-nitroethenyl)-4-sulfonylmethylbenzoate and 121 g of silica gel 60 are suspended in 180 ml of 2-propanol and 970 ml of chloroform and treated at room temperature with 3.5 g (94 mmol) of sodium borohydride. The reaction mixture is filtered, the filtrate is washed with dichloromethane/methanol 1:1 (v/v) and the organic phase is freed from the solvent under reduced pressure. Yield: 19.5 g; 1H NMR, δ [ppm], CDCl3; 3.2 (s), 3.9 (m), 4.0 (s), 4.7 (m), 7.8 (d), 8...